This data is from the Open Reaction Database (ORD), a public repository of structured organic reaction records. The task is: describe an organic reaction: reactants, conditions, products, and yield Starting materials: COC([C@H]([C@H](C)N)NC(=O)OC(C)(C)C)=O ((2S,3S)-3-amino-2-tert-butoxycarbonylamino-butyric acid methyl ester), FC1=C(C=CC=C1)[N+](=O)[O-] (1-fluoro-2-nitrobenzene), C(O)([O-])=O.[Na+] (sodium hydrogen carbonate). Solvent: CN(C=O)C (N,N-dimethylformamide). The product is COC([C@H]([C@H](C)NC1=C(C=CC=C1)[N+](=O)[O-])NC(=O)OC(C)(C)C)=O ((2S,3S)-2-tert-butoxycarbonylamino-3-(2-nitro-phenylamino)-butyric acid methyl ester). Isolated yield 78.1%. RXN SMILES: [CH3:1][O:2][C:3](=[O:16])[C@@H:4]([NH:8][C:9]([O:11][C:12]([CH3:15])([CH3:14])[CH3:13])=[O:10])[C@@H:5]([NH2:7])[CH3:6].F[C:18]1[CH:23]=[CH:22][CH:21]=[CH:20][C:19]=1[N+:24]([O-:26])=[O:25].C(=O)([O-])O.[Na+]>CN(C)C=O>[CH3:1][O:2][C:3](=[O:16])[C@@H:4]([NH:8][C:9]([O:11][C:12]([CH3:15])([CH3:14])[CH3:13])=[O:10])[C@@H:5]([NH:7][C:18]1[CH:23]=[CH:22][CH:21]=[CH:20][C:19]=1[N+:24]([O-:26])=[O:25])[CH3:6] |f:2.3|. Procedure details: A suspension (2S,3S)-3-amino-2-tert-butoxycarbonylamino-butyric acid methyl ester (6.0 g, 20.7 mmol) (prepared according to WO 2010031750), 1-fluoro-2-nitrobenzene (4.37 g, 31.0 mmol) and sodium hydrogen carbonate (5.21 g, 62 mmol) in N,N-dimethylformamide (60 ml) was heated to 85° C. for 24 h. The reaction was cooled, concentrated in vacuo and the residue was diluted with water (100 ml) and extracted with ethyl acetate (2×150 ml). The organic layers were combined, washed with water (1×50 mL), b... The reactants are FC=1C=C(C=CC1)C1C=2C(CCCC2NC=2CCCC(C12)=O)=O (9-(3-fluorophenyl)-3,4, 6,7,9,10-hexahydro-1,8(2H,5H)-acridinedione), [BH4-].[Na+] (sodium borohydride), C(C)O (ethanol). Solvent: N1=CC=CC=C1 (pyridine). Run at temperature 70 celsius. Product: FC=1C=C(C=CC1)C1C=2CCCCC2NC=2CCCC(C12)=O (9-(3-Fluorophenyl)-3,4,5,6,7,8,9,10-octahydro-1(2H)-acridinone). Isolated yield 44.0%. RXN SMILES: [F:1][C:2]1[CH:3]=[C:4]([CH:8]2[C:21]3[C:20](=O)[CH2:19][CH2:18][CH2:17][C:16]=3[NH:15][C:14]3[CH2:13][CH2:12][CH2:11][C:10](=[O:23])[C:9]2=3)[CH:5]=[CH:6][CH:7]=1.[BH4-].[Na+].C(O)C>N1C=CC=CC=1>[F:1][C:2]1[CH:3]=[C:4]([CH:8]2[C:9]3[C:10](=[O:23])[CH2:11][CH2:12][CH2:13][C:14]=3[NH:15][C:16]3[CH2:17][CH2:18][CH2:19][CH2:20][C:21]2=3)[CH:5]=[CH:6][CH:7]=1 |f:1.2|. Procedure: A mixture of 9-(3-fluorophenyl)-3,4, 6,7,9,10-hexahydro-1,8(2H,5H)-acridinedione (5.0 g), sodium borohydride (6.1 g), ethanol (140 mL) and pyridine (50 mL) was heated at 70° C. overnight and cooled to room temperature. The solvent was removed and the resulting yellow solid was collected and washed well with water. Chromatography (ethyl acetate/hexane; 80/20) provided the title compound (2.1 g) as a yellow solid. Recrystallization from ethanol/hexane returned analytically pure light yellow solid,... The reactants are C(C)(=O)C12CC3(CC(CC(C1)(C3)O)(C2)C)C (1-acetyl-3,5-dimethyl-7-adamantanol), ON1C(C=2C(C1=O)=CC=CC2)=O (N-hydroxyphthalimide). Yields the product C(C)(=O)C12CC3(CC(CC(C1)C3)(C2)C)C (1-acetyl-3,5-dimethyladamantane), C(C)(=O)C12CC3(CC(CC(C1)(C3)C)(C2)C)C(C)=O (1,3-diacetyl-5,7-dimethyladamantane), CC12CC3(CC(CC(C1)C3)(C2)O)C (1,3-dimethyl-5-adamantanol), CC12CC3(C(C(CC(C1)C3)C2)=O)C (1,3-dimethyl-4-adamantanone). Isolated yield 5.0%. RXN SMILES: [OH:1]N1[C:6](=[O:7])[C:5]2=CC=CC=C2C1=O.[C:13]([C:16]12[CH2:26][C:20]3([CH3:27])[CH2:21][C:22]([OH:25])([CH2:24][C:18]([CH3:28])([CH2:19]3)[CH2:17]1)[CH2:23]2)(=[O:15])[CH3:14]>>[C:13]([C:16]12[CH2:26][C:20]3([CH3:27])[CH2:21][CH:22]([CH2:24][C:18]([CH3:28])([CH2:19]3)[CH2:17]1)[CH2:23]2)(=[O:15])[CH3:14].[C:13]([C:16]12[CH2:26][C:20]3([CH3:27])[CH2:19][C:18]([CH3:28])([CH2:24][C:22]([C:6](=[O:7])[CH3:5])([CH2:21]3)[CH2:23]1)[CH2:17]2)(=[O:15])[CH3:14].[CH3:13][C:16]12[CH2:23][C:22]3([OH:25])[CH2:24][CH:18]([CH2:19][C:20]([CH3:27])([CH2:21]3)[CH2:26]1)[CH2:17]2.[CH3:27][C:20]12[CH2:21][CH:22]3[CH2:23][CH:16]([CH2:17][C:18]([CH3:28])([C:24]3=[O:1])[CH2:19]1)[CH2:26]2. Reported procedure: Except that the amount of N-hydroxyphthalimide was changed to 0.6 mmol, the procedure of Example 9 was repeated to give 1-acetyl-3,5-dimethyladamantane (yield 32%, selectivity 54%), 1,3-diacetyl-5,7-dimethyladamantane (yield 2%, selectivity 3%), 1-acetyl-3,5-dimethyl-7-adamantanol (yield %, selectivity 2%), 1,3-dimethyl-5-adamantanol (yield 7%, selectivity 12%), and 1,3-dimethyl-4-adamantanone (yield 5%, selectivity 8%), at a conversion rate from 1,3-dimethyladamantane of 59%.